From a dataset of the Open Reaction Database (ORD), a public repository of structured organic reaction records. describe an organic reaction: reactants, conditions, products, and yield Starting materials: [OH-].[Na+] (NaOH), BrC1=CC=C(C=C1)O (4-bromophenol), BrCC(CC)CCCC (3-bromomethylheptane). Solvent: COCCO (methylcellosolve). Reaction conditions: temperature 60 celsius, time 8 hour. Yields the product C(C)C(COC1=CC=C(C=C1)Br)CCCC (4-(2-ethylhexyloxy)bromobenzene). Yield: 83.7%. As a reaction SMILES: [Br:1][C:2]1[CH:7]=[CH:6][C:5]([OH:8])=[CH:4][CH:3]=1.[OH-].[Na+].Br[CH2:12][CH:13]([CH2:16][CH2:17][CH2:18][CH3:19])[CH2:14][CH3:15]>COCCO>[CH2:14]([CH:13]([CH2:16][CH2:17][CH2:18][CH3:19])[CH2:12][O:8][C:5]1[CH:6]=[CH:7][C:2]([Br:1])=[CH:3][CH:4]=1)[CH3:15] |f:1.2|. Procedure details: A 1 l sulfonating flask equipped with stirrer, condenser, dropping funnel and internal thermometer is charged with 86.5 g (0.5 mol) of 4-bromophenol in 500 ml of methylcellosolve. After the mixture is heated to 60° C., 70.0 g of 30% NaOH (0.53 mol) are slowly run in. Stirring is continued for 15 minutes before 116.8 g (0.575 mol) of 3-bromomethylheptane are added dropwise over a period of 45 minutes. The reaction is continued overnight at 100° C. The thin-layer chromatogram shows almost quantita... The reactants are [Li+], C1COCCO1, [OH-], O, CCCOCc1nc(C(C)(C)O)c(C(=O)OCCC)n1Cc1ccc(-c2ccccc2-c2nnn[nH]2)cc1. The product is CCCOCc1nc(C(C)(C)O)c(C(=O)O)n1Cc1ccc(-c2ccccc2-c2nnn[nH]2)cc1. RXN SMILES: [Li+:41].[O:42]1[CH2:43][CH2:44][O:45][CH2:46][CH2:47]1.[OH-:40].[OH2:39].[OH:1][C:2]([CH3:3])([CH3:4])[c:5]1[n:6][c:7]([CH2:34][O:35][CH2:36][CH2:37][CH3:38])[n:8]([CH2:16][c:17]2[cH:18][cH:19][c:20](-[c:23]3[c:24](-[c:29]4[n:30][n:31][n:32][nH:33]4)[cH:25][cH:26][cH:27][cH:28]3)[cH:21][cH:22]2)[c:9]1[C:10](=[O:11])[O:12][CH2:13][CH2:14][CH3:15]>>[OH:1][C:2]([CH3:3])([CH3:4])[c:5]1[n:6][c:7]([CH2:34][O:35][CH2:36][CH2:37][CH3:38])[n:8]([CH2:16][c:17]2[cH:18][cH:19][c:20](-[c:23]3[c:24](-[c:29]4[n:30][n:31][n:32][nH:33]4)[cH:25][cH:26][cH:27][cH:28]3)[cH:21][cH:22]2)[c:9]1[C:10](=[O:11])[OH:12].